This data is from the Open Reaction Database (ORD), a public repository of structured organic reaction records. The task is: describe an organic reaction: reactants, conditions, products, and yield The reactants are CCOC(=O)C(C)OC1CCCCO1, CCO, CC(=O)O, [Na+], [OH-]. Product: CC(OC1CCCCO1)C(=O)O. Reaction SMILES: [CH2:7]([CH3:8])[O:9][C:10]([CH:11]([CH3:12])[O:13][CH:14]1[O:15][CH2:16][CH2:17][CH2:18][CH2:19]1)=[O:20].[CH3:21][CH2:22][OH:23].[CH3:3][C:4](=[O:5])[OH:6].[Na+:2].[OH-:1]>>[O:9]=[C:10]([CH:11]([CH3:12])[O:13][CH:14]1[O:15][CH2:16][CH2:17][CH2:18][CH2:19]1)[OH:20].